From a dataset of the Open Reaction Database (ORD), a public repository of structured organic reaction records. describe an organic reaction: reactants, conditions, products, and yield The reactants are C(C=CCCCC)(=O)O (heptenoic acid), C (charcoal). Run in C(C)O (ethanol). Yields the product C(=O)(O)CCCCCCC1=C(CO)C=CC=C1 (2-(6-carboxyhexyl)benzyl alcohol). Reaction SMILES: [C:1]([OH:9])(=[O:8])[CH:2]=[CH:3][CH2:4][CH2:5][CH2:6][CH3:7].[CH4:10]>C(O)C>[C:1]([CH2:2][CH2:3][CH2:4][CH2:5][CH2:6][CH2:7][C:10]1[CH:6]=[CH:5][CH:4]=[CH:3][C:2]=1[CH2:1][OH:8])([OH:9])=[O:8]. Procedure: A solution of 2.30 g. of the above heptenoic acid in 100 ml. of ethanol is stirred with 5 g. of activated charcoal for 30 minutes and filtered. The filtrate is hydrogenated at atmospheric pressure in the presence of 143 mg. of platinum oxide. The solution is filtered, evaporated and recrystallized from toluene to yield 2-(6-carboxyhexyl)benzyl alcohol as white crystals having a melting point of 75°-77° C. The reactants are O=C1N(C2=CC=CC=C2C1=O)CC(=O)N (2-(2,3-dioxoindolin-1-yl)acetamide), N2H4-xH2O. Run in CS(=O)C (DMSO). Run at time 5 minute. Yields the product O=C1N(C2=CC=CC=C2C1)CC(=O)N (2-(2-oxoindolin-1-yl)acetamide). The yield is 72.6%. Reaction SMILES: [O:1]=[C:2]1[C:10](=O)[C:9]2[C:4](=[CH:5][CH:6]=[CH:7][CH:8]=2)[N:3]1[CH2:12][C:13]([NH2:15])=[O:14]>CS(C)=O>[O:1]=[C:2]1[CH2:10][C:9]2[C:4](=[CH:5][CH:6]=[CH:7][CH:8]=2)[N:3]1[CH2:12][C:13]([NH2:15])=[O:14]. Reported procedure: The above 2-(2,3-dioxoindolin-1-yl)acetamide (4.32 g) was redissolved in DMSO (20 mL) and N2H4-xH2O (2.5 mL) was added dropwise over 10 min. After addition, the resulting mixture was stirred for 5 min at rt, then 2 h at 140° C. before cooling to rt. The reaction was quenched with ice (20 mL) and 6 M HCl (8 mL), then stirred for 30 min at rt. Suction filtration gave crude title compound (2.92 g) as a light yellow solid. The product was suspended in EtOAc (120 mL) and H2O (60 mL) was added, follow... The reactants are BrC1=CC=C(C=C1)C1=CC=C(N=N1)Cl (6-(p-bromophenyl)-3-chloropyridazine), C(NN)(=O)OCC (ethyl carbazate). Run in C(CCC)O (n-butyl alcohol). The product is BrC1=CC=C(C=C1)C1=CC=C(N=N1)NNC(=O)OCC (Ethyl 3-[6-(p-bromophenyl)-3-pyridazinyl]carbazate). As a reaction SMILES: [Br:1][C:2]1[CH:7]=[CH:6][C:5]([C:8]2[N:13]=[N:12][C:11](Cl)=[CH:10][CH:9]=2)=[CH:4][CH:3]=1.[C:15]([O:19][CH2:20][CH3:21])(=[O:18])[NH:16][NH2:17]>C(O)CCC>[Br:1][C:2]1[CH:7]=[CH:6][C:5]([C:8]2[N:13]=[N:12][C:11]([NH:17][NH:16][C:15]([O:19][CH2:20][CH3:21])=[O:18])=[CH:10][CH:9]=2)=[CH:4][CH:3]=1. Reported procedure: A mixture of 2.69 g. of 6-(p-bromophenyl)-3-chloropyridazine and 3.12 g. of ethyl carbazate in 50 ml. of n-butyl alcohol is prepared. This solution is stirred and heated at reflux temperature for 4 hours. The reaction mixture is cooled to room temperature and the solvent removed on a rotation evaporator. The residue is triturated with water and the resulting solid collected by filtration. The product is recrystallized from ethanol to give crystalline material, m.p. 190°-192° C. Reactants: [Na+].ClC1=CC=C2C(=CC=NC2=C1)NC=1C(C(=O)[O-])=CC=CC1 (N-(7-chloro-4-quinolyl)-anthranilic acid sodium salt), ClCCN1C(OCC1)=O (3-(β-chloroethyl)-oxazolidine-2-one). The solvent is CN(C=O)C (dimethylformamide). Run at temperature 120 celsius, time 5 hour. The product is O=C1OCCN1CCOC(C=1C(NC2=CC=NC3=CC(=CC=C23)Cl)=CC=CC1)=O (N-(7-chloro-4-quinolyl)-anthranilic acid β-(2-oxo-3-oxazolidinyl)-ethyl ester). Isolated yield 68.1%. As a reaction SMILES: [Na+].[Cl:2][C:3]1[CH:12]=[C:11]2[C:6]([C:7]([NH:13][C:14]3[C:15](=[CH:19][CH:20]=[CH:21][CH:22]=3)[C:16]([O-:18])=[O:17])=[CH:8][CH:9]=[N:10]2)=[CH:5][CH:4]=1.Cl[CH2:24][CH2:25][N:26]1[CH2:30][CH2:29][O:28][C:27]1=[O:31]>CN(C)C=O>[O:31]=[C:27]1[N:26]([CH2:25][CH2:24][O:17][C:16](=[O:18])[C:15]2[C:14](=[CH:22][CH:21]=[CH:20][CH:19]=2)[NH:13][C:7]2[C:6]3[C:11](=[CH:12][C:3]([Cl:2])=[CH:4][CH:5]=3)[N:10]=[CH:9][CH:8]=2)[CH2:30][CH2:29][O:28]1 |f:0.1|. Procedure details: A mixture comprising 12.8 g of N-(7-chloro-4-quinolyl)-anthranilic acid sodium salt, 6.64 g of 90% 3-(β-chloroethyl)-oxazolidine-2-one and 80 ml of dimethylformamide was heated under stirring at 120° C. for five hours. Upon completion of the reaction, the mixture was cooled, filtered, and the solvent eliminated in vacuo. To the residue, 80 ml of ether were added and the solid thus obtained was collected on filter and purified by chromatography on a silica gel column using ethyl acetate as eluent... Starting materials: NC1=C(C=C(C(=O)O)C=C1)C (4-amino-3-methylbenzoic acid), C(C)O (ethanol). Run in S(O)(O)(=O)=O (sulfuric acid). The product is NC1=C(C=C(C(=O)OCC)C=C1)C (Ethyl 4-amino-3-methylbenzoate). Yield: 99.0%. Reaction SMILES: [NH2:1][C:2]1[CH:10]=[CH:9][C:5]([C:6]([OH:8])=[O:7])=[CH:4][C:3]=1[CH3:11].[CH2:12](O)[CH3:13]>S(=O)(=O)(O)O>[NH2:1][C:2]1[CH:10]=[CH:9][C:5]([C:6]([O:8][CH2:12][CH3:13])=[O:7])=[CH:4][C:3]=1[CH3:11]. Procedure details: To a suspension of 4-amino-3-methylbenzoic acid (5.00 g, 33.1 mmol) in ethanol (50 ml), concentrated sulfuric acid (5.00 ml) was slowly added. The mixture was heated under reflux for 3 hours. The solvent was distilled off under a reduced pressure. After the volume of the mixture was approximately halved, the mixture was neutralized with a saturated sodium bicarbonate solution. The mixture was subjected to extraction with ethyl acetate, and the extract was dried over anhydrous magnesium sulfate a... Starting materials: solution, Cl (HCl), C(C)(C)(C)OC(COC1=C(C2=CC=CC=C2C=C1)Br)=O ((1-bromo-naphthalen-2-yloxy)-acetic acid tert-butyl ester), C(C)(C)(C)OC(COC1=C(C2=CC=CC=C2C=C1)Br)=O ((1-bromo-naphthalen-2-yloxy)-acetic acid tert-butyl ester), OC=1C=C(C=CC1)C#C (3-hydroxyphenylacetylene), C1(=CC=CC=C1)P(C1=CC=CC=C1)C1=CC=CC=C1 (triphenylphosphine), N1CCCCC1 (piperidine). The reagents and catalysts are [Pd](Cl)Cl (palladium(II) chloride). Solvent: O1CCOCC1 (dioxane), C(Cl)Cl (DCM), O (water), CC(=O)C (Acetone). Conditions: temperature 60 celsius, time 8 hour. The product is OC=1C=C(C=CC1)C#CC1=C(C=CC2=CC=CC=C12)OCC(=O)O (({1-[(3-hydroxyphenyl)ethynyl]-2-naphthyl}oxy)acetic acid). Reaction SMILES: C([O:5][C:6](=[O:20])[CH2:7][O:8][C:9]1[CH:18]=[CH:17][C:16]2[C:11](=[CH:12][CH:13]=[CH:14][CH:15]=2)[C:10]=1Br)(C)(C)C.[OH:21][C:22]1[CH:23]=[C:24]([C:28]#[CH:29])[CH:25]=[CH:26][CH:27]=1.C1(P(C2C=CC=CC=2)C2C=CC=CC=2)C=CC=CC=1.N1CCCCC1.Cl>O.CC(C)=O.C(Cl)Cl.O1CCOCC1.[Pd](Cl)Cl>[OH:21][C:22]1[CH:23]=[C:24]([C:28]#[C:29][C:10]2[C:11]3[C:16](=[CH:15][CH:14]=[CH:13][CH:12]=3)[CH:17]=[CH:18][C:9]=2[O:8][CH2:7][C:6]([OH:5])=[O:20])[CH:25]=[CH:26][CH:27]=1. Procedure: A mixture of (1-bromo-naphthalen-2-yloxy)-acetic acid tert-butyl ester (Intermediate 217, 125 mg; 0.37 mmol), 3-hydroxyphenylacetylene (53 mg; 0.44 mmol), palladium(II) chloride (3.3 mg; 0.02 mmol), triphenylphosphine (10 mg; 0.04 mmol) and piperidine (73 μl; 0.74 mmol) in distilled water (1.1 ml) and Acetone (1.4 ml) was stirred overnight at 60° C. The reaction mixture was extracted by EtOAc and the organic phases was dried over MgSO4, concentrated to dryness and purified by preparative HPLC. T... Starting materials: C1(=CC=C(C=C1)S(=O)(=O)O)C (p-Toluenesulfonic acid). Solvent: O (water). Yields the product CC=1CC=2C=CC3=C(C2C1)C=CC=C3 (2-methyl-3H-benz[e]indene). Reaction SMILES: [C:1]1([CH3:11])[CH:6]=[CH:5][C:4](S(O)(=O)=O)=[CH:3][CH:2]=1>O>[CH3:4][C:5]1[CH2:6][C:2]2[CH:3]=[CH:4][C:5]3[CH:3]=[CH:2][CH:1]=[CH:11][C:6]=3[C:1]=2[CH:11]=1. Procedure: p-Toluenesulfonic acid (50 mg) was added to the organic layer, and the reaction mixture was heated under reflux with water separation for 1 h. After cooling to room temperature the organic layer was washed with sodium bicarbonate (aqueous 2 wt %, 50 ml), dried over magnesium sulfate, and concentrated under reduced pressure. The yield of 2-methyl-3H-benz[e]indene was 4.1 g or 89%.